From a dataset of the Open Reaction Database (ORD), a public repository of structured organic reaction records. describe an organic reaction: reactants, conditions, products, and yield Starting materials: [Si](C1=CC=CC=C1)(C1=CC=CC=C1)(C(C)(C)C)OC1=CC=C(OC[C@H](CNCCC2=CC=C(NC3CCN(CC3)C(=O)NCC3=C(C(=CC=C3)OC)OC)C=C2)O)C=C1 (4-[4-(2-{[(2S)-3-(4-{[tert-Butyl(diphenyl)silyl]oxy}phenoxy)-2-hydroxy-propyl]amino}ethyl)anilino]-N-(2,3-dimethoxybenzyl)-1-piperidinecarboxamide). The solvent is C(Cl)(Cl)Cl.CO (chloroform methanol). The product is COC1=C(CNC(=O)N2CCC(CC2)NC2=CC=C(C=C2)CCNC[C@@H](COC2=CC=C(C=C2)O)O)C=CC=C1OC (4-(4-{2-[(2S)-2-Hydroxy-3-(4-hydroxy-phenoxy)-propylamino]-ethyl}-phenylamino)-piperidine-1-carboxylic Acid 2,3-dimethoxy-benzylamide). RXN SMILES: [Si]([O:18][C:19]1[CH:59]=[CH:58][C:22]([O:23][CH2:24][C@@H:25]([OH:57])[CH2:26][NH:27][CH2:28][CH2:29][C:30]2[CH:56]=[CH:55][C:33]([NH:34][CH:35]3[CH2:40][CH2:39][N:38]([C:41]([NH:43][CH2:44][C:45]4[CH:50]=[CH:49][CH:48]=[C:47]([O:51][CH3:52])[C:46]=4[O:53][CH3:54])=[O:42])[CH2:37][CH2:36]3)=[CH:32][CH:31]=2)=[CH:21][CH:20]=1)(C(C)(C)C)(C1C=CC=CC=1)C1C=CC=CC=1>C(Cl)(Cl)Cl.CO>[CH3:54][O:53][C:46]1[C:47]([O:51][CH3:52])=[CH:48][CH:49]=[CH:50][C:45]=1[CH2:44][NH:43][C:41]([N:38]1[CH2:37][CH2:36][CH:35]([NH:34][C:33]2[CH:32]=[CH:31][C:30]([CH2:29][CH2:28][NH:27][CH2:26][C@H:25]([OH:57])[CH2:24][O:23][C:22]3[CH:21]=[CH:20][C:19]([OH:18])=[CH:59][CH:58]=3)=[CH:56][CH:55]=2)[CH2:40][CH2:39]1)=[O:42] |f:1.2|. Procedure: 4-[4-(2-{[(2S)-3-(4-{[tert-Butyl(diphenyl)silyl]oxy}phenoxy)-2-hydroxy-propyl]amino}ethyl)anilino]-N-(2,3-dimethoxybenzyl)-1-piperidinecarboxamide ((0.163 g, 0.20 mmol) was reacted according to Procedure H (eluant: 5:1 chloroform-methanol containing 1% ammonium hydroxide) to give the title compound (0.035 g, 0.06 mmol) Starting materials: CN(CC(CC1CCC(O[Si](C)(C)C(C)(C)C)CC1)NC(=O)OC(C)(C)C)C(=O)OCC[Si](C)(C)C, CCOCC, Cc1ccc(S(=O)(=O)O)cc1, CCOC(C)=O, CCO. Yields the product CN(CC(N)CC1CCC(O[Si](C)(C)C(C)(C)C)CC1)C(=O)OCC[Si](C)(C)C. As a reaction SMILES: [C:1]([CH3:2])([CH3:3])([CH3:4])[Si:5]([O:6][CH:7]1[CH2:8][CH2:9][CH:10]([CH2:13][CH:14]([CH2:15][N:16]([C:17](=[O:18])[O:19][CH2:20][CH2:21][Si:22]([CH3:23])([CH3:24])[CH3:25])[CH3:26])[NH:27][C:28](=[O:29])[O:30][C:31]([CH3:32])([CH3:33])[CH3:34])[CH2:11][CH2:12]1)([CH3:35])[CH3:36].[CH3:37][CH2:38][O:39][CH2:40][CH3:41].[CH3:42][c:43]1[cH:44][cH:45][c:46]([S:47]([OH:48])(=[O:49])=[O:50])[cH:51][cH:52]1.[CH3:53][CH2:54][O:55][C:56]([CH3:57])=[O:58].[CH3:59][CH2:60][OH:61]>>[C:1]([CH3:2])([CH3:3])([CH3:4])[Si:5]([O:6][CH:7]1[CH2:8][CH2:9][CH:10]([CH2:13][CH:14]([CH2:15][N:16]([C:17](=[O:18])[O:19][CH2:20][CH2:21][Si:22]([CH3:23])([CH3:24])[CH3:25])[CH3:26])[NH2:27])[CH2:11][CH2:12]1)([CH3:35])[CH3:36]. The reactants are C(C)(=O)O (acetic acid), C(C)OC1(CC1)O[Si](C)(C)C ((1-ethoxycyclopropoxy)trimethylsilane), FC1=CC=C(C=C1)C=1N=C2N(N=C(C=C2)N2CCNCC2)C1C1=CN=NC=C1 (2-(4-fluorophenyl)-6-(piperazin-1-yl)-3-(pyridazin-4-yl)imidazo[1,2-b]pyridazine), molar solution, C(#N)[BH3-].[Na+] (sodium cyanoborohydride). The solvent is CO (methanol), O1CCCC1 (tetrahydrofuran). Run at temperature 50 celsius, time 15 minute. Yields the product FC1=CC=C(C=C1)C=1N=C2N(N=C(C=C2)N2CCN(CC2)C2CC2)C1C1=CN=NC=C1 (2-(4-fluorophenyl)-6-(4-cyclopropylpiperazin-1-yl)-3-(pyridazin-4-yl)imidazo[1,2-b]pyridazine). Yield: 57.1%. RXN SMILES: C(O)(=O)C.C(O[C:8]1(O[Si](C)(C)C)[CH2:10][CH2:9]1)C.[F:16][C:17]1[CH:22]=[CH:21][C:20]([C:23]2[N:24]=[C:25]3[CH:30]=[CH:29][C:28]([N:31]4[CH2:36][CH2:35][NH:34][CH2:33][CH2:32]4)=[N:27][N:26]3[C:37]=2[C:38]2[CH:43]=[CH:42][N:41]=[N:40][CH:39]=2)=[CH:19][CH:18]=1.C([BH3-])#N.[Na+]>CO.O1CCCC1>[F:16][C:17]1[CH:22]=[CH:21][C:20]([C:23]2[N:24]=[C:25]3[CH:30]=[CH:29][C:28]([N:31]4[CH2:32][CH2:33][N:34]([CH:8]5[CH2:10][CH2:9]5)[CH2:35][CH2:36]4)=[N:27][N:26]3[C:37]=2[C:38]2[CH:43]=[CH:42][N:41]=[N:40][CH:39]=2)=[CH:19][CH:18]=1 |f:3.4|. Procedure: 0.15 ml of acetic acid and 0.32 ml (1.6 mmol) of (1-ethoxycyclopropoxy)trimethylsilane are added, in a reactor, to 0.10 g (0.27 mmol) of 2-(4-fluorophenyl)-6-(piperazin-1-yl)-3-(pyridazin-4-yl)imidazo[1,2-b]pyridazine in 3 ml of methanol. 1.2 ml (1.2 mmol) of a molar solution of sodium cyanoborohydride in tetrahydrofuran are then added. After stirring for 15 minutes, the mixture is heated at 50° C. for 2 hours. After cooling, the product is extracted with dichloromethane, and the organic phase i... Starting materials: CC1(CC(NC2=CC(=C(C=C12)N)N)=O)C (4,4-dimethyl-6,7-diamino-1,2,3,4-tetrahydroquinolin-2-one), N (ammonia), N1(C=NC=C1)C1=CC=C(C=O)C=C1 (4-(lH-imidazol-1-yl)-benzaldehyde), C1(=CC=C(C=C1)S(=O)(=O)O)C (p-toluenesulphonic acid). Run in O (water), C(C)O (ethanol). Product: CC1(CC(NC=2C=C3C(=CC12)NC(=N3)C3=CC=C(C=C3)N3C=NC=C3)=O)C (8,8-Dimethyl-2-[4-(lH-imidazol-1-yl)-phenyl]-5,6,7,8-tetrahydro-lH-imidazo[4,5-g]quinolin-6-one). RXN SMILES: [CH3:1][C:2]1([CH3:15])[C:11]2[C:6](=[CH:7][C:8]([NH2:13])=[C:9]([NH2:12])[CH:10]=2)[NH:5][C:4](=[O:14])[CH2:3]1.[N:16]1([C:21]2[CH:28]=[CH:27][C:24]([CH:25]=O)=[CH:23][CH:22]=2)[CH:20]=[CH:19][N:18]=[CH:17]1.C1(C)C=CC(S(O)(=O)=O)=CC=1.N>O.C(O)C>[CH3:1][C:2]1([CH3:15])[C:11]2[CH:10]=[C:9]3[NH:12][C:25]([C:24]4[CH:23]=[CH:22][C:21]([N:16]5[CH:20]=[CH:19][N:18]=[CH:17]5)=[CH:28][CH:27]=4)=[N:13][C:8]3=[CH:7][C:6]=2[NH:5][C:4](=[O:14])[CH2:3]1. Procedure: 2 g. (9.7 mmole) 4,4-dimethyl-6,7-diamino-1,2,3,4-tetrahydroquinolin-2-one (see Example 13 a)), 1.67 g. (9.7 mmole) 4-(lH-imidazol-1-yl)-benzaldehyde, 0.17 g. p-toluenesulphonic acid and 120 ml. ethanol were mixed together and heated under reflux for 3 hours while passing through air. The evaporation residue was suspended in water, neutralised with 2N aqueous ammonia and recrystallised from methanol to give 1.7 g. (49% of theory) of the title compound; m.p. >300° C. EXAMPLE 19 Starting materials: CC(=O)O, CN(C)c1ccccn1, CCN=C=NCCCN(C)C, NS(=O)(=O)CC1CCC(c2cc(F)ccc2F)(S(=O)(=O)c2ccc(Cl)cc2)CC1, ClCCl, Cl. The product is CC(=O)NS(=O)(=O)CC1CCC(c2cc(F)ccc2F)(S(=O)(=O)c2ccc(Cl)cc2)CC1. RXN SMILES: [CH3:30][C:31]([OH:32])=[O:33].[CH3:34][N:35]([c:36]1[cH:37][cH:38][cH:39][cH:40][n:41]1)[CH3:42].[CH3:44][N:45]([CH3:46])[CH2:47][CH2:48][CH2:49][N:50]=[C:51]=[N:52][CH2:53][CH3:54].[Cl:1][c:2]1[cH:3][cH:4][c:5]([S:8](=[O:9])(=[O:10])[C:11]2([c:22]3[c:23]([F:29])[cH:24][cH:25][c:26]([F:28])[cH:27]3)[CH2:12][CH2:13][CH:14]([CH2:17][S:18](=[O:19])(=[O:20])[NH2:21])[CH2:15][CH2:16]2)[cH:6][cH:7]1.[Cl:55][CH2:56][Cl:57].[ClH:43]>>[Cl:1][c:2]1[cH:3][cH:4][c:5]([S:8](=[O:9])(=[O:10])[C:11]2([c:22]3[c:23]([F:29])[cH:24][cH:25][c:26]([F:28])[cH:27]3)[CH2:12][CH2:13][CH:14]([CH2:17][S:18](=[O:19])(=[O:20])[NH:21][C:31]([CH3:30])=[O:32])[CH2:15][CH2:16]2)[cH:6][cH:7]1. Reactants: CCCN(CCC)c1nc2c(c(I)cn2C)c(=O)n1C, COCCOC, CCO, CCOC(C)=O, Cc1cc(Cl)ccc1B(O)O, [Na+], [Na+], O=C([O-])[O-], O, c1ccc(P(c2ccccc2)(c2ccccc2)[Pd](P(c2ccccc2)(c2ccccc2)c2ccccc2)(P(c2ccccc2)(c2ccccc2)c2ccccc2)P(c2ccccc2)(c2ccccc2)c2ccccc2)cc1. Product: CCCN(CCC)c1nc2c(c(-c3ccc(Cl)cc3C)cn2C)c(=O)n1C. Reaction SMILES: [CH2:1]([CH2:2][CH3:3])[N:4]([c:5]1[n:6]([CH3:17])[c:7](=[O:16])[c:8]2[c:9]([n:10]1)[n:11]([CH3:15])[cH:12][c:13]2[I:14])[CH2:18][CH2:19][CH3:20].[CH3:38][O:39][CH2:40][CH2:41][O:42][CH3:43].[CH3:44][CH2:45][OH:46].[CH3:48][CH2:49][O:50][C:51](=[O:52])[CH3:53].[Cl:21][c:22]1[cH:23][c:24]([CH3:31])[c:25]([B:28]([OH:29])[OH:30])[cH:26][cH:27]1.[Na+:32].[Na+:33].[O-:34][C:35](=[O:36])[O-:37].[OH2:47].[cH:54]1[cH:55][cH:56][c:57]([P:58]([Pd:59]([P:60]([c:61]2[cH:62][cH:63][cH:64][cH:65][cH:66]2)([c:67]2[cH:68][cH:69][cH:70][cH:71][cH:72]2)[c:73]2[cH:74][cH:75][cH:76][cH:77][cH:78]2)([P:79]([c:80]2[cH:81][cH:82][cH:83][cH:84][cH:85]2)([c:86]2[cH:87][cH:88][cH:89][cH:90][cH:91]2)[c:92]2[cH:93][cH:94][cH:95][cH:96][cH:97]2)[P:98]([c:99]2[cH:100][cH:101][cH:102][cH:103][cH:104]2)([c:105]2[cH:106][cH:107][cH:108][cH:109][cH:110]2)[c:111]2[cH:112][cH:113][cH:114][cH:115][cH:116]2)([c:117]2[cH:118][cH:119][cH:120][cH:121][cH:122]2)[c:123]2[cH:124][cH:125][cH:126][cH:127][cH:128]2)[cH:129][cH:130]1>>[CH2:1]([CH2:2][CH3:3])[N:4]([c:5]1[n:6]([CH3:17])[c:7](=[O:16])[c:8]2[c:9]([n:10]1)[n:11]([CH3:15])[cH:12][c:13]2-[c:25]1[c:24]([CH3:31])[cH:23][c:22]([Cl:21])[cH:27][cH:26]1)[CH2:18][CH2:19][CH3:20].